This data is from the Open Reaction Database (ORD), a public repository of structured organic reaction records. The task is: describe an organic reaction: reactants, conditions, products, and yield Reactants: CS(=O)(=O)C=1C=C(C=CC1)C1=CC=C(S1)CNS(=O)(=O)C1=C(C=CC=C1)C(F)(F)F (N-[5-(3-methanesulfonyl-phenyl)-thiophen-2-ylmethyl]-2-trifluoromethyl-benzenesulfonamide), BrCC1CC1 ((bromomethyl)-cyclopropane), C([O-])([O-])=O.[Cs+].[Cs+] (cesium carbonate). The solvent is CN(C(C)=O)C (N,N-dimethylacetamide). Product: C1(CC1)CN(S(=O)(=O)C1=C(C=CC=C1)C(F)(F)F)CC=1SC(=CC1)C1=CC(=CC=C1)S(=O)(=O)C (N-cyclopropylmethyl-N-[5-(3-methanesulfonyl-phenyl)-thiophen-2-ylmethyl]-2-trifluoromethyl-benzenesulfonamide). RXN SMILES: [CH3:1][S:2]([C:5]1[CH:6]=[C:7]([C:11]2[S:15][C:14]([CH2:16][NH:17][S:18]([C:21]3[CH:26]=[CH:25][CH:24]=[CH:23][C:22]=3[C:27]([F:30])([F:29])[F:28])(=[O:20])=[O:19])=[CH:13][CH:12]=2)[CH:8]=[CH:9][CH:10]=1)(=[O:4])=[O:3].Br[CH2:32][CH:33]1[CH2:35][CH2:34]1.C(=O)([O-])[O-].[Cs+].[Cs+]>CN(C)C(=O)C>[CH:33]1([CH2:32][N:17]([CH2:16][C:14]2[S:15][C:11]([C:7]3[CH:8]=[CH:9][CH:10]=[C:5]([S:2]([CH3:1])(=[O:3])=[O:4])[CH:6]=3)=[CH:12][CH:13]=2)[S:18]([C:21]2[CH:26]=[CH:25][CH:24]=[CH:23][C:22]=2[C:27]([F:30])([F:28])[F:29])(=[O:20])=[O:19])[CH2:35][CH2:34]1 |f:2.3.4|. Reported procedure: In analogy to example 10, step 3, N-[5-(3-methanesulfonyl-phenyl)-thiophen-2-ylmethyl]-2-trifluoromethyl-benzenesulfonamide (example 27, step 1) was reacted with (bromomethyl)-cyclopropane and cesium carbonate in N,N-dimethylacetamide to give N-cyclopropylmethyl-N-[5-(3-methanesulfonyl-phenyl)-thiophen-2-ylmethyl]-2-trifluoromethyl-benzenesulfonamide as a light yellow oil. MS: 546.8 ([M+NH4]+) The reactants are FC1=C(C=CC(=C1)OCC1=CC(=CC=C1)F)N (2-fluoro-4-(3-fluoro-benzyloxy)-phenylamine), C(C(=C)CC(=O)O)(=O)O (itaconic acid). The product is FC1=C(C=CC(=C1)OCC1=CC(=CC=C1)F)N1CC(CC1=O)C(=O)O ((RS)-1-[2-Fluoro-4-(3-fluoro-benzyloxy)-phenyl]-5-oxo-pyrrolidine-3-carboxylic acid), purple solid. Isolated yield 67.0%. Reaction SMILES: [F:1][C:2]1[CH:7]=[C:6]([O:8][CH2:9][C:10]2[CH:15]=[CH:14][CH:13]=[C:12]([F:16])[CH:11]=2)[CH:5]=[CH:4][C:3]=1[NH2:17].[C:18]([OH:26])(=[O:25])[C:19]([CH2:21][C:22](O)=[O:23])=[CH2:20]>>[F:1][C:2]1[CH:7]=[C:6]([O:8][CH2:9][C:10]2[CH:15]=[CH:14][CH:13]=[C:12]([F:16])[CH:11]=2)[CH:5]=[CH:4][C:3]=1[N:17]1[C:22](=[O:23])[CH2:21][CH:19]([C:18]([OH:26])=[O:25])[CH2:20]1. Procedure details: The title compound is prepared in analogy to Example 20c) from 2-fluoro-4-(3-fluoro-benzyloxy)-phenylamine and itaconic acid. Yield: 67% of a purple solid. MS: m/e=346.1 (M+H)+.